Dataset: the Open Reaction Database (ORD), a public repository of structured organic reaction records. Task: describe an organic reaction: reactants, conditions, products, and yield The reactants are O=C([O-])[O-], COS(=O)(=O)OC, CC(C)=O, [K+], [K+], O=C(O)C1CCOCC1. Reaction SMILES: [C:10](=[O:11])([O-:12])[O-:13].[CH3:16][O:17][S:18]([O:19][CH3:20])(=[O:21])=[O:22].[CH3:23][C:24](=[O:25])[CH3:26].[K+:14].[K+:15].[O:1]1[CH2:2][CH2:3][CH:4]([C:7](=[O:8])[OH:9])[CH2:5][CH2:6]1>>[O:1]1[CH2:2][CH2:3][CH:4]([C:7](=[O:8])[O:9][CH3:10])[CH2:5][CH2:6]1. Yields the product COC(=O)C1CCOCC1.